This data is from the Open Reaction Database (ORD), a public repository of structured organic reaction records. The task is: describe an organic reaction: reactants, conditions, products, and yield Procedure details: Another process for preparation of Rasagiline hydrochloride as disclosed in EP '492 comprises reaction of R(−)-1-aminoindan (8) with propargyl chloride (6) in presence of potassium carbonate in acetonitrile (ACN) at 60° C. for 16 hours to obtain R(+) Rasagiline base (9) which is then purified by column chromatography. The purified base is then converted to R(+)-Rasagiline hydrochloride followed by recrystallization with isopropanol. The main disadvantage of this process is longer reaction time (... Yields the product C#CCN[C@@H]1CCC2=C1C=CC=C2 (Rasagiline). Starting materials: C#CCN[C@@H]1CCC2=CC=CC=C12.Cl (Rasagiline hydrochloride), R(−)-1-aminoindan, C(C#C)Cl (propargyl chloride), C([O-])([O-])=O.[K+].[K+] (potassium carbonate). The yield is 56.0%. The solvent is C(C)#N (acetonitrile). Reaction SMILES: [CH:1]#[C:2][CH2:3][NH:4][C@H:5]1[C:13]2[C:8](=[CH:9][CH:10]=[CH:11][CH:12]=2)[CH2:7][CH2:6]1.Cl.C(Cl)C#C.C(=O)([O-])[O-].[K+].[K+]>C(#N)C>[CH:1]#[C:2][CH2:3][NH:4][C@H:5]1[C:13]2[CH:12]=[CH:11][CH:10]=[CH:9][C:8]=2[CH2:7][CH2:6]1 |f:0.1,3.4.5|.